From a dataset of the Open Reaction Database (ORD), a public repository of structured organic reaction records. describe an organic reaction: reactants, conditions, products, and yield Reactants: BrC=1C=C(C(=O)NC2=CC=CC=C2)C=CC1 (3-bromo-N-phenylbenzamide), C([O-])([O-])=O.[Na+].[Na+] (sodium carbonate), [F-].C(CCC)[N+](CCCC)(CCCC)CCCC (tetrabutylammonium fluoride), N1=CC(=CC=C1)CCC(COC1=CC=C(C=C1)B(O)O)O[Si](C)(C)C(C)(C)C ((±)-4-[4-(3-pyridyl)-2-(tert-butyldimethylsilyloxy)butoxy]benzeneboronic acid). Reagents/catalysts: C=1C=CC(=CC1)[P](C=2C=CC=CC2)(C=3C=CC=CC3)[Pd]([P](C=4C=CC=CC4)(C=5C=CC=CC5)C=6C=CC=CC6)([P](C=7C=CC=CC7)(C=8C=CC=CC8)C=9C=CC=CC9)[P](C=1C=CC=CC1)(C=1C=CC=CC1)C=1C=CC=CC1 (tetrakis(triphenylphosphine)palladium(0)). Solvent: C(C)O (ethanol), C1(=CC=CC=C1)C (toluene), O1CCCC1 (tetrahydrofuran), [Cl-].[Na+].O (brine). Run at temperature 120 celsius. Product: C1(=CC=CC=C1)NC(=O)C=1C=C(C=CC1)C1=CC=C(C=C1)OCC(CCC=1C=NC=CC1)O ((±)-N-phenyl-4'-(2-Hydroxy-4-(3-pyridyl)butoxy)biphenyl-3-carboxamide). The yield is 11.8%. RXN SMILES: C(=O)([O-])[O-].[Na+].[Na+].Br[C:8]1[CH:9]=[C:10]([CH:20]=[CH:21][CH:22]=1)[C:11]([NH:13][C:14]1[CH:19]=[CH:18][CH:17]=[CH:16][CH:15]=1)=[O:12].[N:23]1[CH:28]=[CH:27][CH:26]=[C:25]([CH2:29][CH2:30][CH:31]([O:43][Si](C(C)(C)C)(C)C)[CH2:32][O:33][C:34]2[CH:39]=[CH:38][C:37](B(O)O)=[CH:36][CH:35]=2)[CH:24]=1.[F-].C([N+](CCCC)(CCCC)CCCC)CCC>O1CCCC1.[Cl-].[Na+].O.C1C=CC([P]([Pd]([P](C2C=CC=CC=2)(C2C=CC=CC=2)C2C=CC=CC=2)([P](C2C=CC=CC=2)(C2C=CC=CC=2)C2C=CC=CC=2)[P](C2C=CC=CC=2)(C2C=CC=CC=2)C2C=CC=CC=2)(C2C=CC=CC=2)C2C=CC=CC=2)=CC=1.C(O)C.C1(C)C=CC=CC=1>[C:14]1([NH:13][C:11]([C:10]2[CH:9]=[C:8]([C:37]3[CH:36]=[CH:35][C:34]([O:33][CH2:32][CH:31]([OH:43])[CH2:30][CH2:29][C:25]4[CH:24]=[N:23][CH:28]=[CH:27][CH:26]=4)=[CH:39][CH:38]=3)[CH:22]=[CH:21][CH:20]=2)=[O:12])[CH:19]=[CH:18][CH:17]=[CH:16][CH:15]=1 |f:0.1.2,5.6,8.9.10,^1:80,82,101,120|. Reported procedure: Prepared according to the method described in Example 33a) from toluene (3 ml), aqueous sodium carbonate (2 M, 0.9 ml), ethanol (1.0 ml), 3-bromo-N-phenylbenzamide (0.48 g), (±)-4-[4-(3-pyridyl)-2-(tert-butyldimethylsilyloxy)butoxy]benzeneboronic acid (0.7 g) and tetrakis(triphenylphosphine)palladium(0) (50 mg) with heating at 120° C. for 5 hours. The residue obtained after work up was purified by column chromatography over silica eluting with ethyl acetate:hexane (1:1) to give a colourless oil ...